The task is: describe an organic reaction: reactants, conditions, products, and yield. This data is from the Open Reaction Database (ORD), a public repository of structured organic reaction records. The reactants are C(C)(C)(C)OC(=O)N1[C@H](CCC1)CSC1=CC=C(C=C1)OC1=CC=CC=C1 ((R)-2-(4-Phenoxy-phenylsulfanylmethyl)-pyrrolidine-1-carboxylic acid tert-butyl ester), Cl (HCl). The solvent is CO (methanol), C(C)OCC (diethyl ether). Conditions: time 6 hour. Yields the product O(C1=CC=CC=C1)C1=CC=C(C=C1)SC[C@@H]1NCCC1 ((R)-2-(4-Phenoxy-phenylsulfanylmethyl)-pyrrolidine). Yield: 67.1%. As a reaction SMILES: C(OC([N:8]1[CH2:12][CH2:11][CH2:10][C@@H:9]1[CH2:13][S:14][C:15]1[CH:20]=[CH:19][C:18]([O:21][C:22]2[CH:27]=[CH:26][CH:25]=[CH:24][CH:23]=2)=[CH:17][CH:16]=1)=O)(C)(C)C.Cl>CO.C(OCC)C>[O:21]([C:18]1[CH:19]=[CH:20][C:15]([S:14][CH2:13][C@H:9]2[CH2:10][CH2:11][CH2:12][NH:8]2)=[CH:16][CH:17]=1)[C:22]1[CH:23]=[CH:24][CH:25]=[CH:26][CH:27]=1. Procedure: To the product from step 1 (272 mg, 0.705 mmol) in methanol (3 mL) was added 2M HCl in diethyl ether (12 mL) and the resulting mixture was stirred at rt for 6 h. The solvent was removed in vacuo to obtain the title product as a solid (135 mg, 94%); MS; m/z 286 (M+H); LCMS (UV) 99%. 1H NMR (400 MHz, CD3OD) δ 1.73-1.81 (m, 1H), 2.0-2.11 (m, 2H), 2.21-2.27 (m, 1H), 3.08-3.13 (m, 2H), 3.26-3.36 (m, 2H), 3.61-3.64 (m, 1H), 7.50 (d, 2H, J=11.6 Hz), 7.35-7.39 (m, 2H), 7.15 (t, 1H, J=16 Hz); 6.96-7.01 (...